From a dataset of the Open Reaction Database (ORD), a public repository of structured organic reaction records. describe an organic reaction: reactants, conditions, products, and yield The reactants are C([O-])(O)=O.[Na+] (sodium bicarbonate), C(C)O (ethanol), solution, Cl (hydrogen chloride), FC=1C=CC(=C(C1)CCNC1C=2C=CC(=NC2CCC1)C(=O)O)O (rac-5-{[2-(5-fluoro-2-hydroxyphenyl)ethyl]amino}-5,6,7,8-tetrahydroquinoline-2-carboxylic acid). Procedure: 40 ml of anhydrous ethanol and 4 ml of a 4 N solution of hydrogen chloride in dioxane were added to 1.93 g (5.84 mmol) of rac-5-{[2-(5-fluoro-2-hydroxyphenyl)ethyl]amino}-5,6,7,8-tetrahydroquinoline-2-carboxylic acid, and the mixture was stirred under reflux overnight. The reaction solution was then cooled to room temperature, and first ethyl acetate and then, slowly, saturated aqueous sodium bicarbonate solution were added. The organic phase was separated off, dried over magnesium sulphate, fil... Reaction SMILES: [CH2:1](O)[CH3:2].Cl.[F:5][C:6]1[CH:7]=[CH:8][C:9]([OH:28])=[C:10]([CH2:12][CH2:13][NH:14][CH:15]2[CH2:24][CH2:23][CH2:22][C:21]3[N:20]=[C:19]([C:25]([OH:27])=[O:26])[CH:18]=[CH:17][C:16]2=3)[CH:11]=1.C(=O)(O)[O-].[Na+]>O1CCOCC1.C(OCC)(=O)C>[F:5][C:6]1[CH:7]=[CH:8][C:9]([OH:28])=[C:10]([CH2:12][CH2:13][NH:14][CH:15]2[CH2:24][CH2:23][CH2:22][C:21]3[N:20]=[C:19]([C:25]([O:27][CH2:1][CH3:2])=[O:26])[CH:18]=[CH:17][C:16]2=3)[CH:11]=1 |f:3.4|. The product is FC=1C=CC(=C(C1)CCNC1C=2C=CC(=NC2CCC1)C(=O)OCC)O (rac-Ethyl 5-{[2-(5-fluoro-2-hydroxyphenyl)ethyl]amino}-5,6,7,8-tetrahydroquinoline-2-carboxylate). Run in C(C)(=O)OCC (ethyl acetate), O1CCOCC1 (dioxane). Reactants: [BH4-], CCO, O=Cc1ccc(OCCF)cc1, [Na+], O. The product is OCc1ccc(OCCF)cc1. Reaction SMILES: [BH4-:13].[CH3:16][CH2:17][OH:18].[F:1][CH2:2][CH2:3][O:4][c:5]1[cH:6][cH:7][c:8]([CH:9]=[O:10])[cH:11][cH:12]1.[Na+:14].[OH2:15]>>[F:1][CH2:2][CH2:3][O:4][c:5]1[cH:6][cH:7][c:8]([CH2:9][OH:10])[cH:11][cH:12]1. The reactants are COC(=O)C=1SC(=CC1CCO)C1=CC=C(C=C1)Cl (5-(4-chloro-phenyl)-3-(2-hydroxy-ethyl)-thiophene-2-carboxylic acid methyl ester), O.C1(=CC=C(C=C1)S(=O)(=O)O)C (p-toluenesulfonic acid monohydrate). Solvent: C1(=CC=CC=C1)C (toluene), C(C)(=O)OCC (ethyl acetate). Reaction conditions: temperature 80 celsius. Yields the product ClC1=CC=C(C=C1)C1=CC2=C(C(OCC2)=O)S1 (2-(4-Chloro-phenyl)-4,5-dihydro-thieno[2,3-c]pyran-7-one). The yield is 42.9%. As a reaction SMILES: C[O:2][C:3]([C:5]1[S:6][C:7]([C:13]2[CH:18]=[CH:17][C:16]([Cl:19])=[CH:15][CH:14]=2)=[CH:8][C:9]=1[CH2:10][CH2:11][OH:12])=O.O.C1(C)C=CC(S(O)(=O)=O)=CC=1>C1(C)C=CC=CC=1.C(OCC)(=O)C>[Cl:19][C:16]1[CH:17]=[CH:18][C:13]([C:7]2[S:6][C:5]3[C:3](=[O:2])[O:12][CH2:11][CH2:10][C:9]=3[CH:8]=2)=[CH:14][CH:15]=1 |f:1.2|. Reported procedure: Dissolve 5-(4-chloro-phenyl)-3-(2-hydroxy-ethyl)-thiophene-2-carboxylic acid methyl ester (3.4 g, 11.46 mmol) in toluene (60 mL) and add p-toluenesulfonic acid monohydrate (0.3 g, 1.58 mmol) and heat to 80° C. for one hour. Cool the mixture to room temperature and dilute with ethyl acetate (50 mL). Wash the solution with 1 N NaOH and extract the aqueous portion twice with ethyl acetate. Combine the organic fractions, dry over Na2SO4, filter, and concentrate. Triturate the solid with ether and th... The reactants are C(C)OC(CC=1C=C2C(=C(NC2=CC1)C1=CC(=CC(=C1)C)C)CCNCCCCC1=CC=C(C=C1)NS(=O)(=O)C)=O ((2-(3,5-dimethylphenyl)-3-{2-[4-(4-methanesulfonylaminophenyl)butylamino]ethyl}-1H-indol-5-yl)acetic acid ethyl ester), ClC(=O)OCC1=CC=CC=C1 (benzyl chloroformate). The product is C(C)OC(CC=1C=C2C(=C(NC2=CC1)C1=CC(=CC(=C1)C)C)CCN(CCCCC1=CC=C(C=C1)NS(=O)(=O)C)C(=O)OCC1=CC=CC=C1)=O ([3-(2-{benzyloxycarbonyl-[4-(4-methanesulfonylaminophenyl)butyl]amino}-ethyl)-2-(3,5-dimethylphenyl)-1H-indol-5-yl]-acetic acid ethyl ester). Yield: 73.0%. As a reaction SMILES: [CH2:1]([O:3][C:4](=[O:41])[CH2:5][C:6]1[CH:7]=[C:8]2[C:12](=[CH:13][CH:14]=1)[NH:11][C:10]([C:15]1[CH:20]=[C:19]([CH3:21])[CH:18]=[C:17]([CH3:22])[CH:16]=1)=[C:9]2[CH2:23][CH2:24][NH:25][CH2:26][CH2:27][CH2:28][CH2:29][C:30]1[CH:35]=[CH:34][C:33]([NH:36][S:37]([CH3:40])(=[O:39])=[O:38])=[CH:32][CH:31]=1)[CH3:2].Cl[C:43]([O:45][CH2:46][C:47]1[CH:52]=[CH:51][CH:50]=[CH:49][CH:48]=1)=[O:44]>>[CH2:1]([O:3][C:4](=[O:41])[CH2:5][C:6]1[CH:7]=[C:8]2[C:12](=[CH:13][CH:14]=1)[NH:11][C:10]([C:15]1[CH:16]=[C:17]([CH3:22])[CH:18]=[C:19]([CH3:21])[CH:20]=1)=[C:9]2[CH2:23][CH2:24][N:25]([C:43]([O:45][CH2:46][C:47]1[CH:52]=[CH:51][CH:50]=[CH:49][CH:48]=1)=[O:44])[CH2:26][CH2:27][CH2:28][CH2:29][C:30]1[CH:35]=[CH:34][C:33]([NH:36][S:37]([CH3:40])(=[O:39])=[O:38])=[CH:32][CH:31]=1)[CH3:2]. Procedure: The reaction of (2-(3,5-dimethylphenyl)-3-{2-[4-(4-methanesulfonylaminophenyl)butylamino]ethyl}-1H-indol-5-yl)acetic acid ethyl ester with benzyl chloroformate was carried out according to the procedure of Example 14.1, Step 14.1C, to give the titled compound in 73% yield as a stiff foam; homogeneous by TLC in 95:5 CH2Cl2 --MeOH. 500 MHz 1H NMR was complex, owing to the existence of rotamers, but was consistent with the assigned structure. Mass spectrum (ESI): m/e=710 (M+H). Starting materials: N#Cc1cccc(NC(=O)Nc2ccc(S(=O)(=O)c3ccc(Br)cc3)cc2)c1, CO, Cl, OC1CCNCC1, C1COCCO1. The product is N=C(c1cccc(NC(=O)Nc2ccc(S(=O)(=O)c3ccc(Br)cc3)cc2)c1)N1CCC(O)CC1. RXN SMILES: [Br:1][c:2]1[cH:3][cH:4][c:5]([S:8](=[O:9])(=[O:10])[c:11]2[cH:12][cH:13][c:14]([NH:17][C:18](=[O:19])[NH:20][c:21]3[cH:22][c:23]([C:27]#[N:28])[cH:24][cH:25][cH:26]3)[cH:15][cH:16]2)[cH:6][cH:7]1.[CH3:43][OH:44].[ClH:36].[NH:29]1[CH2:30][CH2:31][CH:32]([OH:35])[CH2:33][CH2:34]1.[O:37]1[CH2:38][CH2:39][O:40][CH2:41][CH2:42]1>>[Br:1][c:2]1[cH:3][cH:4][c:5]([S:8](=[O:9])(=[O:10])[c:11]2[cH:12][cH:13][c:14]([NH:17][C:18](=[O:19])[NH:20][c:21]3[cH:22][c:23]([C:27](=[NH:28])[N:29]4[CH2:30][CH2:31][CH:32]([OH:35])[CH2:33][CH2:34]4)[cH:24][cH:25][cH:26]3)[cH:15][cH:16]2)[cH:6][cH:7]1.